Dataset: the Open Reaction Database (ORD), a public repository of structured organic reaction records. Task: describe an organic reaction: reactants, conditions, products, and yield The reactants are C=CCc1ccc2sc(COc3ccc(F)c(C(N)=O)c3F)nc2c1, CO. Yields the product CCCc1ccc2sc(COc3ccc(F)c(C(N)=O)c3F)nc2c1. RXN SMILES: [CH2:1]([CH:2]=[CH2:3])[c:4]1[cH:5][cH:6][c:7]2[c:8]([n:9][c:10]([CH2:12][O:13][c:14]3[c:15]([F:24])[c:16]([C:17](=[O:18])[NH2:19])[c:20]([F:23])[cH:21][cH:22]3)[s:11]2)[cH:25]1.[CH3:26][OH:27]>>[CH2:1]([CH2:2][CH3:3])[c:4]1[cH:5][cH:6][c:7]2[c:8]([n:9][c:10]([CH2:12][O:13][c:14]3[c:15]([F:24])[c:16]([C:17](=[O:18])[NH2:19])[c:20]([F:23])[cH:21][cH:22]3)[s:11]2)[cH:25]1.